This data is from the Open Reaction Database (ORD), a public repository of structured organic reaction records. The task is: describe an organic reaction: reactants, conditions, products, and yield The reactants are C(C)(=O)C1=CC=CC=2N=NSC21 (7-acetylbenzo-1,2,3-thiadiazole), BrBr (bromine). Solvent: C(Cl)(Cl)Cl (chloroform). Conditions: time 2 hour. Product: BrCC(=O)C1=CC=CC=2N=NSC21 (7-bromoacetylbenzo-1,2,3-thiadiazole). RXN SMILES: [C:1]([C:4]1[C:12]2[S:11][N:10]=[N:9][C:8]=2[CH:7]=[CH:6][CH:5]=1)(=[O:3])[CH3:2].[Br:13]Br>C(Cl)(Cl)Cl>[Br:13][CH2:2][C:1]([C:4]1[C:12]2[S:11][N:10]=[N:9][C:8]=2[CH:7]=[CH:6][CH:5]=1)=[O:3]. Procedure details: 0.9 g of 7-acetylbenzo-1,2,3-thiadiazole is dissolved in 20 ml of chloroform, and 0.88 g of bromine is added dropwise at room temperature. Stirring is then continued for 2 hours at the same temperature, during which process a yellow precipitate forms. This precipitate is filtered off, washed with hexane and dried. The title compound which is thus obtained melts at 155°-157° C. The reactants are O=C1CN(C(=O)c2ccccc2)Cc2[nH]c3ccccc3c21, CO, [Na+], C1COCCO1, [OH-]. Yields the product O=C1CNCc2[nH]c3ccccc3c21. As a reaction SMILES: [C:1](=[O:2])([c:3]1[cH:4][cH:5][cH:6][cH:7][cH:8]1)[N:9]1[CH2:10][c:11]2[nH:12][c:13]3[cH:14][cH:15][cH:16][cH:17][c:18]3[c:19]2[C:20](=[O:22])[CH2:21]1.[CH3:25][OH:26].[Na+:24].[O:27]1[CH2:28][CH2:29][O:30][CH2:31][CH2:32]1.[OH-:23]>>[NH:9]1[CH2:10][c:11]2[nH:12][c:13]3[cH:14][cH:15][cH:16][cH:17][c:18]3[c:19]2[C:20](=[O:22])[CH2:21]1. Reactants: [Al+3], CCOC(=O)c1c(C)coc1C, [H-], [H-], [H-], [H-], [Li+]. Product: Cc1coc(C)c1CO. RXN SMILES: [Al+3:14].[CH3:1][c:2]1[o:3][cH:4][c:5]([CH3:12])[c:6]1[C:7](=[O:8])[O:9][CH2:10][CH3:11].[H-:13].[H-:16].[H-:17].[H-:18].[Li+:15]>>[CH3:1][c:2]1[o:3][cH:4][c:5]([CH3:12])[c:6]1[CH2:7][OH:8]. Yields the product O=C(NCCn1cc(C(c2ccccc2)c2ccccc2)ccc1=O)c1cccc2[nH]ccc12. RXN SMILES: [ClH:46].[NH2:1][CH2:2][CH2:3][n:4]1[c:5](=[O:23])[cH:6][cH:7][c:8]([CH:10]([c:11]2[cH:12][cH:13][cH:14][cH:15][cH:16]2)[c:17]2[cH:18][cH:19][cH:20][cH:21][cH:22]2)[cH:9]1.[O:48]=[CH:49][N:50]([CH3:51])[CH3:52].[OH2:47].[OH:36][n:37]1[c:38]2[c:39]([cH:40][cH:41][cH:42][cH:43]2)[n:44][n:45]1.[nH:24]1[cH:25][cH:26][c:27]2[c:28]([C:33](=[O:34])[OH:35])[cH:29][cH:30][cH:31][c:32]12>>[NH:1]([CH2:2][CH2:3][n:4]1[c:5](=[O:23])[cH:6][cH:7][c:8]([CH:10]([c:11]2[cH:12][cH:13][cH:14][cH:15][cH:16]2)[c:17]2[cH:18][cH:19][cH:20][cH:21][cH:22]2)[cH:9]1)[C:33]([c:28]1[c:27]2[cH:26][cH:25][nH:24][c:32]2[cH:31][cH:30][cH:29]1)=[O:34]. The reactants are Cl, NCCn1cc(C(c2ccccc2)c2ccccc2)ccc1=O, CN(C)C=O, O, On1nnc2ccccc21, O=C(O)c1cccc2[nH]ccc12.